This data is from the Open Reaction Database (ORD), a public repository of structured organic reaction records. The task is: describe an organic reaction: reactants, conditions, products, and yield Starting materials: 16.6, ClC1=C2C=CC=C(C2=CC=C1)O (5-chloro-1-naphthalenol), C(CCCCCCCCCCC)(=O)O (dodecanoic acid), boron trifluoride ether. Solvent: O (Water). Reaction conditions: time 6 hour. Product: 18, ClC1=C2C=CC(=C(C2=CC=C1)O)C(CCCCCCCCCCC)=O (1-(5-chloro-1-hydroxynaphthalen-2-yl)-1-dodecanone). RXN SMILES: [Cl:1][C:2]1[CH:11]=[CH:10][CH:9]=[C:8]2[C:3]=1[CH:4]=[CH:5][CH:6]=[C:7]2[OH:12].[C:13](O)(=[O:25])[CH2:14][CH2:15][CH2:16][CH2:17][CH2:18][CH2:19][CH2:20][CH2:21][CH2:22][CH2:23][CH3:24]>O>[Cl:1][C:2]1[CH:11]=[CH:10][CH:9]=[C:8]2[C:3]=1[CH:4]=[CH:5][C:6]([C:13](=[O:25])[CH2:14][CH2:15][CH2:16][CH2:17][CH2:18][CH2:19][CH2:20][CH2:21][CH2:22][CH2:23][CH3:24])=[C:7]2[OH:12]. Reported procedure: A mixture of 16.6 parts of 5-chloro-1-naphthalenol [Erdmann and Kirchoff, Liebig's Ann., 247, 372 (1888)] 19.2 parts of dodecanoic acid and 132 parts of boron trifluoride ether complex (48% BF3) was stirred under nitrogen on a steam bath for 6 hours. Water (114 parts) was added and ether distilled off by further heating. The resulting mixture was cooled in ice and a tan solid was filtered and recrystallized from ethanol to give 18 parts of yellow 1-(5-chloro-1-hydroxynaphthalen-2-yl)-1-dodecanon... Reactants: CCO, COC(=O)c1ccc(C(=O)CBr)cc1, CC(=O)O, [N-]=[N+]=[N-], [Na+]. Yields the product COC(=O)c1ccc(C(=O)CN=[N+]=[N-])cc1. As a reaction SMILES: [CH3:19][CH2:20][OH:21].[CH3:1][O:2][C:3]([c:4]1[cH:5][cH:6][c:7]([C:10]([CH2:11][Br:12])=[O:13])[cH:8][cH:9]1)=[O:14].[CH3:22][C:23](=[O:24])[OH:25].[N-:16]=[N+:17]=[N-:18].[Na+:15]>>[CH3:1][O:2][C:3]([c:4]1[cH:5][cH:6][c:7]([C:10]([CH2:11][N:16]=[N+:17]=[N-:18])=[O:13])[cH:8][cH:9]1)=[O:14]. The reactants are FC1=CC2=C(N=C(S2)S)C=C1 (6-fluorobenzo[d]thiazole-2-thiol), S(=O)(=O)(Cl)Cl (Sulfuryl chloride). The solvent is C(Cl)Cl (DCM). Conditions: temperature 0 celsius, time 1 hour. Yields the product ClC=1SC2=C(N1)C=CC(=C2)F (2-chloro-6-fluorobenzo[d]thiazole). As a reaction SMILES: [F:1][C:2]1[CH:11]=[CH:10][C:5]2[N:6]=[C:7](S)[S:8][C:4]=2[CH:3]=1.S(Cl)([Cl:15])(=O)=O>C(Cl)Cl>[Cl:15][C:7]1[S:8][C:4]2[CH:3]=[C:2]([F:1])[CH:11]=[CH:10][C:5]=2[N:6]=1. Procedure details: 6-fluorobenzo[d]thiazole-2-thiol (14.0 g, 0.075 mol) was suspended in dry DCM (100 mL) under nitrogen and cooled to 0° C. Sulfuryl chloride (18.5 mL) was then added dropwise and the reaction was allowed to warm to RT and stirred for 1 h. The reaction mixture was then poured on to crushed ice and extracted with DCM (4×300 mL). The combined organic extract was given brine wash (2×150 mL), dried (Na2SO4) and concentrated. The crude compound was purified by column chromatography (Silica 100-200 mesh... The reactants are C(C)(C)(C)OC(=O)N1C[C@@H](CCC1)CNC(OCC1=CC=CC=C1)=O (Benzyl ((S)-1-(tert-butoxycarbonyl)piperidin-3-yl)methylcarbamate), Cl (HCl), O1CCOCC1 (dioxane). Run at time 3 hour. Product: Cl.N1C[C@@H](CCC1)CNC(OCC1=CC=CC=C1)=O (benzyl ((R)-piperidin-3-yl)methylcarbamate hydrochloride). As a reaction SMILES: C(OC([N:8]1[CH2:13][CH2:12][CH2:11][C@@H:10]([CH2:14][NH:15][C:16](=[O:25])[O:17][CH2:18][C:19]2[CH:24]=[CH:23][CH:22]=[CH:21][CH:20]=2)[CH2:9]1)=O)(C)(C)C.[ClH:26].O1CCOCC1>>[ClH:26].[NH:8]1[CH2:13][CH2:12][CH2:11][C@@H:10]([CH2:14][NH:15][C:16](=[O:25])[O:17][CH2:18][C:19]2[CH:24]=[CH:23][CH:22]=[CH:21][CH:20]=2)[CH2:9]1 |f:3.4|. Procedure details: Benzyl ((S)-1-(tert-butoxycarbonyl)piperidin-3-yl)methylcarbamate(895 mg, 2.57 mmol) was treated with a 4.0 M HCl solution in dioxane (3.2 mL, 12.85 mmol) Formation of a white precipitate was observed. After 3 h, complete conversion of starting material was seen by TLC. The solvent and excess HCl were removed under reduced pressure to obtain benzyl ((R)-piperidin-3-yl)methylcarbamate hydrochloride as a white solid. This solid was suspended in DMF/CH2Cl2 (3 mL/3 mL), followed by the addition of 2... The reactants are ClCC(=O)OCCC([C@H]1CC[C@H]2[C@@H]3CC[C@H]4C[C@@H](CC[C@]4(C)[C@H]3C(C[C@]12C)=O)O)=O (21-Chloroacetoxymethyl-3α-hydroxy-5α-pregnane-11,20-dione), [I-].[Na+] (sodium iodide). Solvent: CC(=O)C (acetone). Yields the product O[C@H]1C[C@@H]2CC[C@H]3[C@@H]4CC[C@H](C(CCOC(CI)=O)=O)[C@]4(CC([C@@H]3[C@]2(CC1)C)=O)C (3α-Hydroxy-21-iodoacetoxymethyl-5α-pregnane-11,20-dione). Yield: 103.4%. RXN SMILES: Cl[CH2:2][C:3]([O:5][CH2:6][CH2:7][C:8](=[O:30])[C@@H:9]1[C@:26]2([CH3:27])[C@H:12]([C@H:13]3[C@H:23]([C:24](=[O:28])[CH2:25]2)[C@:21]2([CH3:22])[C@H:16]([CH2:17][C@H:18]([OH:29])[CH2:19][CH2:20]2)[CH2:15][CH2:14]3)[CH2:11][CH2:10]1)=[O:4].[I-:31].[Na+]>CC(C)=O>[OH:29][C@@H:18]1[CH2:19][CH2:20][C@@:21]2([CH3:22])[C@@H:16]([CH2:15][CH2:14][C@@H:13]3[C@@H:23]2[C:24](=[O:28])[CH2:25][C@@:26]2([CH3:27])[C@H:12]3[CH2:11][CH2:10][C@@H:9]2[C:8](=[O:30])[CH2:7][CH2:6][O:5][C:3](=[O:4])[CH2:2][I:31])[CH2:17]1 |f:1.2|. Reported procedure: 21-Chloroacetoxymethyl-3α-hydroxy-5α-pregnane-11,20-dione (400 mg.) in acetone (40 ml) was treated with sodium iodide (420 mg.) and the mixture was refluxed for 40 mins. The filtered solution was evaporated to a yellow solid which was partitioned between water and ether/ethyl acetate 1:1. The organic layer was washed with water, dried over sodium sulphate and evaporated to give title compound (500 mg) as a yellow foam. Reactants: COc1ccc(N)cc1CNC(=O)OC(C)(C)C, ClCCl, S=C(Cl)Cl, N. Product: COc1ccc(NC(N)=S)cc1CNC(=O)OC(C)(C)C. As a reaction SMILES: [C:1]([CH3:2])([CH3:3])([CH3:4])[O:5][C:6]([NH:7][CH2:8][c:9]1[c:10]([O:16][CH3:17])[cH:11][cH:12][c:13]([NH2:15])[cH:14]1)=[O:18].[CH2:24]([Cl:25])[Cl:26].[Cl:20][C:21]([Cl:22])=[S:23].[NH3:19]>>[C:1]([CH3:2])([CH3:3])([CH3:4])[O:5][C:6]([NH:7][CH2:8][c:9]1[c:10]([O:16][CH3:17])[cH:11][cH:12][c:13]([NH:15][C:21]([NH2:19])=[S:23])[cH:14]1)=[O:18]. The reactants are solid, BrC1=CC(=CC=2C(=C3N(C12)CCNC3=O)C)C#N (6-bromo-10-methyl-1-oxo-1,2,3,4-tetrahydro-pyrazino[1,2-a]indole-8-carbonitrile), BrC1=CC(=CC=2C(=C3N(C12)CCNC3=O)C)C#N (6-bromo-10-methyl-1-oxo-1,2,3,4-tetrahydro-pyrazino[1,2-a]indole-8-carbonitrile), FC=1C=C(C=CC1C)B(O)O (3-fluoro-4-methyl-phenylboronic acid). The product is FC=1C=C(C=CC1C)C1=CC(=CC=2C(=C3N(C12)CCNC3=O)C)C#N (6-(3-Fluoro-4-methylphenyl)-10-methyl-1-oxo-3,4-dihydro-2H-pyrazino[1,2-a]indole-8-carbonitrile). RXN SMILES: Br[C:2]1[C:10]2[N:9]3[CH2:11][CH2:12][NH:13][C:14](=[O:15])[C:8]3=[C:7]([CH3:16])[C:6]=2[CH:5]=[C:4]([C:17]#[N:18])[CH:3]=1.[F:19][C:20]1[CH:21]=[C:22](B(O)O)[CH:23]=[CH:24][C:25]=1[CH3:26]>>[F:19][C:20]1[CH:21]=[C:22]([C:2]2[C:10]3[N:9]4[CH2:11][CH2:12][NH:13][C:14](=[O:15])[C:8]4=[C:7]([CH3:16])[C:6]=3[CH:5]=[C:4]([C:17]#[N:18])[CH:3]=2)[CH:23]=[CH:24][C:25]=1[CH3:26]. Reported procedure: The title compound, light yellow solid (53 mg, 64%), MS (ISP) m/z=334.6 [(M+H)+], mp 255° C., was prepared in accordance with the general method of example 1 from 6-bromo-10-methyl-1-oxo-1,2,3,4-tetrahydro-pyrazino[1,2-a]indole-8-carbonitrile (intermediate 16) (76 mg, 0.25 mmol) and commercially available 3-fluoro-4-methyl-phenylboronic acid (50.0 mg, 0.325 mmol). Starting materials: COC(=O)CBr, C[Si](C)(C)Cl, CCOC(C)=O, CCCCCCCC=O, Cl, [Zn]. Yields the product CCCCCCCC(O)CC(=O)OC. As a reaction SMILES: [Br:6][CH2:7][C:8](=[O:9])[O:10][CH3:11].[CH3:1][Si:2]([CH3:3])([CH3:4])[Cl:5].[CH3:22][CH2:23][O:24][C:25](=[O:26])[CH3:27].[CH:12]([CH2:13][CH2:14][CH2:15][CH2:16][CH2:17][CH2:18][CH3:19])=[O:20].[ClH:21].[Zn:28]>>[CH2:7]([C:8](=[O:9])[O:10][CH3:11])[CH:12]([CH2:13][CH2:14][CH2:15][CH2:16][CH2:17][CH2:18][CH3:19])[OH:20].